From a dataset of the Open Reaction Database (ORD), a public repository of structured organic reaction records. describe an organic reaction: reactants, conditions, products, and yield Starting materials: CC(=O)O, Fc1ccc(Nc2ncnc3sc4c(c23)CCC2(C4)OCCO2)cc1Cl, O. Product: O=C1CCc2c(sc3ncnc(Nc4ccc(F)c(Cl)c4)c23)C1. RXN SMILES: [C:28]([OH:29])(=[O:30])[CH3:31].[Cl:1][c:2]1[cH:3][c:4]([NH:9][c:10]2[c:11]3[c:12]([n:13][cH:14][n:15]2)[s:16][c:17]2[c:18]3[CH2:19][CH2:20][C:21]3([CH2:22]2)[O:23][CH2:26][CH2:25][O:24]3)[cH:5][cH:6][c:7]1[F:8].[OH2:27]>>[Cl:1][c:2]1[cH:3][c:4]([NH:9][c:10]2[c:11]3[c:12]([n:13][cH:14][n:15]2)[s:16][c:17]2[c:18]3[CH2:19][CH2:20][C:21](=[O:23])[CH2:22]2)[cH:5][cH:6][c:7]1[F:8]. The reactants are C(C)(C)(C)OC(=O)N1CCC(CC1)N(CCC1=CC=CC=C1)C1CCN(CC1)C1=CC=C(C=C1)OCC(=O)OC (4-[(1-tert-butyloxycarbonylpiperidin-4-yl)-N-benzylmethylamino]-1-(4-methoxycarbonylmethyloxyphenyl)piperidine), Cl (hydrochloric acid). Yields the product Cl.Cl.COC(=O)COC1=CC=C(C=C1)N1CCC(CC1)N(CCC1=CC=CC=C1)C1CCNCC1 (1-(4-Methoxycarbonylmethyloxyphenyl)-4-[(piperidin-4-yl)-N-benzylmethylamino]piperidine dihydrochloride). RXN SMILES: C(OC([N:8]1[CH2:13][CH2:12][CH:11]([N:14]([CH:23]2[CH2:28][CH2:27][N:26]([C:29]3[CH:34]=[CH:33][C:32]([O:35][CH2:36][C:37]([O:39][CH3:40])=[O:38])=[CH:31][CH:30]=3)[CH2:25][CH2:24]2)[CH2:15][CH2:16][C:17]2[CH:22]=[CH:21][CH:20]=[CH:19][CH:18]=2)[CH2:10][CH2:9]1)=O)(C)(C)C.[ClH:41]>>[ClH:41].[ClH:41].[CH3:40][O:39][C:37]([CH2:36][O:35][C:32]1[CH:31]=[CH:30][C:29]([N:26]2[CH2:27][CH2:28][CH:23]([N:14]([CH:11]3[CH2:10][CH2:9][NH:8][CH2:13][CH2:12]3)[CH2:15][CH2:16][C:17]3[CH:18]=[CH:19][CH:20]=[CH:21][CH:22]=3)[CH2:24][CH2:25]2)=[CH:34][CH:33]=1)=[O:38] |f:2.3.4|. Procedure details: Prepared from 4-[(1-tert-butyloxycarbonylpiperidin-4-yl)-N-benzylmethylamino]-1-(4-methoxycarbonylmethyloxyphenyl)piperidine and ethereal hydrochloric acid. Reactants: C(C)OC(CC1=C(C=CC(=C1)OC1=C(C=C(C=C1)Br)CN1C(O[C@@H]([C@@H]1C)C1=CC=CC=C1)=O)Cl)=O ({5-[4-bromo-2-((4S,5R)-4-methyl-2-oxo-5-phenyl-oxazolidin-3-ylmethyl)-phenoxy]-2-chloro-phenyl}-acetic acid ethyl ester), [OH-].[Li+] (lithium hydroxide). The solvent is O1CCOCC1 (1,4-dioxane). Product: BrC1=CC(=C(OC=2C=CC(=C(C2)CC(=O)O)Cl)C=C1)CN1C(O[C@@H]([C@@H]1C)C1=CC=CC=C1)=O ({5-[4-Bromo-2-((4S,5R)-4-methyl-2-oxo-5-phenyl-oxazolidin-3-ylmethyl)-phenoxy]-2-chloro-phenyl}-acetic acid). Reaction SMILES: C([O:3][C:4](=[O:35])[CH2:5][C:6]1[CH:11]=[C:10]([O:12][C:13]2[CH:18]=[CH:17][C:16]([Br:19])=[CH:15][C:14]=2[CH2:20][N:21]2[C@@H:25]([CH3:26])[C@@H:24]([C:27]3[CH:32]=[CH:31][CH:30]=[CH:29][CH:28]=3)[O:23][C:22]2=[O:33])[CH:9]=[CH:8][C:7]=1[Cl:34])C.[OH-].[Li+]>O1CCOCC1>[Br:19][C:16]1[CH:17]=[CH:18][C:13]([O:12][C:10]2[CH:9]=[CH:8][C:7]([Cl:34])=[C:6]([CH2:5][C:4]([OH:35])=[O:3])[CH:11]=2)=[C:14]([CH2:20][N:21]2[C@@H:25]([CH3:26])[C@@H:24]([C:27]3[CH:28]=[CH:29][CH:30]=[CH:31][CH:32]=3)[O:23][C:22]2=[O:33])[CH:15]=1 |f:1.2|. Procedure details: Hydrolysis of {5-[4-bromo-2-((4S,5R)-4-methyl-2-oxo-5-phenyl-oxazolidin-3-ylmethyl)-phenoxy]-2-chloro-phenyl}-acetic acid ethyl ester (0.32 mmol) in 1,4-dioxane with aqueous lithium hydroxide, followed by purification by preparative HPLC, gave the desired product. Reactants: BrC1=CC(=C(C=C1)C1=C(C=C(C=C1)CCC)F)F (4-bromo-2,2'-difluoro-4'-propylbiphenyl), [Mg] (magnesium), C(CCCC)C1CC[SiH](CC1)OC (4-n-pentyl-1-methoxy-1-silacyclohexane). Solvent: C1CCOC1 (THF), C1CCOC1 (THF). The product is C(CCCC)[C@@H]1CC[Si@H](CC1)C1=CC(=C(C=C1)C1=C(C=C(C=C1)CCC)F)F (4'-(trans-4-n-pentyl-1-silacyclohexyl)-2,2'-difluoro-4-propylbiphenyl). Yield: 80.0%. As a reaction SMILES: Br[C:2]1[CH:7]=[CH:6][C:5]([C:8]2[CH:13]=[CH:12][C:11]([CH2:14][CH2:15][CH3:16])=[CH:10][C:9]=2[F:17])=[C:4]([F:18])[CH:3]=1.[Mg].[CH2:20]([CH:25]1[CH2:30][CH2:29][SiH:28](OC)[CH2:27][CH2:26]1)[CH2:21][CH2:22][CH2:23][CH3:24]>C1COCC1>[CH2:20]([C@H:25]1[CH2:26][CH2:27][Si@H:28]([C:2]2[CH:7]=[CH:6][C:5]([C:8]3[CH:13]=[CH:12][C:11]([CH2:14][CH2:15][CH3:16])=[CH:10][C:9]=3[F:17])=[C:4]([F:18])[CH:3]=2)[CH2:29][CH2:30]1)[CH2:21][CH2:22][CH2:23][CH3:24]. Procedure details: 6.2 g (20 mmol) of 4-bromo-2,2'-difluoro-4'-propylbiphenyl was dripped into a mixture of 0.5 g of magnesium (21 mmol) and 50 ml of THF to obtain a Grignard's reagent. This solution was then dripped into a 50 ml THF solution of 4.0 g (20 mmol) of 4-n-pentyl-1-methoxy-1-silacyclohexane to obtain 4'-(trans-4-n-pentyl-1-silacyclohexyl)-2,2'-difluoro-4-propylbiphenyl. The silacyclohexane rings of this product were a mixture of trans isomers and cis isomers. They were separated by means of chromatogra... The reactants are C1(CCC1)C#N (cyclobutanecarbonitrile), C(C)(C)[N-]C(C)C.[Li+] (lithium diisopropylamide), O=C1CN(CC1)C(=O)OC(C)(C)C (tert-butyl 3-oxopyrrolidine-1-carboxylate), CCOC(=O)C (EtOAc). Run in C1CCOC1 (THF), C1CCOC1 (THF). Conditions: temperature -78 celsius, time 45 minute. The product is C(#N)C1(CCC1)C1(CN(CC1)C(=O)OC(C)(C)C)O (tert-butyl 3-(1-cyanocyclobutyl)-3-hydroxypyrrolidine-1-carboxylate). Yield: 15.7%. As a reaction SMILES: [CH:1]1([C:5]#[N:6])[CH2:4][CH2:3][CH2:2]1.C([N-]C(C)C)(C)C.[Li+].[O:15]=[C:16]1[CH2:20][CH2:19][N:18]([C:21]([O:23][C:24]([CH3:27])([CH3:26])[CH3:25])=[O:22])[CH2:17]1.CCOC(C)=O>C1COCC1>[C:5]([C:1]1([C:16]2([OH:15])[CH2:20][CH2:19][N:18]([C:21]([O:23][C:24]([CH3:26])([CH3:25])[CH3:27])=[O:22])[CH2:17]2)[CH2:4][CH2:3][CH2:2]1)#[N:6] |f:1.2|. Procedure details: To a solution of cyclobutanecarbonitrile (1.75 g, 21.5 mmol) in THF (15 mL) was added 2.0M lithium diisopropylamide (11 mL, 22.5 mmol) dropwise and the solution was stirred at −78° C. for 45 minutes. Then a solution of tert-butyl 3-oxopyrrolidine-1-carboxylate (4.0 g, 21.5 mmol) in THF (2 mL) was added to the solution and the mixture was stirred at −78° C. for 2 hours. The reaction mixture was quenched with saturated NH4Cl solution and extracted with EtOAc (25 mL×3). The organic phase was washed... Starting materials: [OH-].[Na+] (sodium hydroxide), O1C(=NC=C1)C1=NC(=C(C=C1C1=CC=NC=C1)N)N (2-(1,3-oxazol-2-yl)-3,4′-bipyridine-5,6-diamine), O1C(=NC=C1)C1=NC(=C(C=C1C1=CC=NC=C1)N)N (2-(1,3-oxazol-2-yl)-3,4′-bipyridine-5,6-diamine), C(C)OC(OCC)OCC (triethylorthoformate), C(C)(=O)OCC (Ethyl acetate). Run in C(C)(=O)O (acetic acid). Conditions: temperature 140 celsius, time 2 hour. Product: O1C(=NC=C1)C1=C(C=C2C(=N1)NC=N2)C2=CC=NC=C2 (5-(1,3-Oxazol-2-yl)-6-pyridin-4-yl-3H-imidazo[4,5-b]pyridine). The yield is 45.8%. Reaction SMILES: [O:1]1[CH:5]=[CH:4][N:3]=[C:2]1[C:6]1[C:11]([C:12]2[CH:17]=[CH:16][N:15]=[CH:14][CH:13]=2)=[CH:10][C:9]([NH2:18])=[C:8]([NH2:19])[N:7]=1.[CH2:20](OC(OCC)OCC)C.[OH-].[Na+].C(OCC)(=O)C>C(O)(=O)C>[O:1]1[CH:5]=[CH:4][N:3]=[C:2]1[C:6]1[N:7]=[C:8]2[NH:19][CH:20]=[N:18][C:9]2=[CH:10][C:11]=1[C:12]1[CH:17]=[CH:16][N:15]=[CH:14][CH:13]=1 |f:2.3|. Reported procedure: A mixture of 2-(1,3-oxazol-2-yl)-3,4′-bipyridine-5,6-diamine (Intermediate 10, 0.100 g, 0.39 mmol) and triethylorthoformate (0.117 g, 0.79 mmol) in glacial acetic acid (2 mL) was heated in a sealed tube to 140° C. After stirring for 2 hours, the mixture was cooled and taken to pH 7 with 6N aqueous sodium hydroxide solution. Ethyl acetate was added to the mixture and, after stirring for 30 minutes, the separated solid was filtered, washed with diethyl ether and dried in vacuo to give the title co... The reactants are S(=S)(=O)([O-])[O-].[Na+].[Na+] (sodium thiosulfate), C(CCC)OCCOC1=CC=C(C=C1)C=1C=CC2=C(C=C(CCN2CC(C)C)C(=O)NC2=CC=C(C=C2)SCC=2N(C=CN2)CCO)C1 (7-[4-(2-butoxyethoxy)phenyl]-N-[4-[[[1-(2-hydroxyethyl)-1H-imidazol-2-yl]methyl]thio]phenyl]-1-isobutyl-2,3-dihydro-1H-1-benzazepine-4-carboxamide), ClC1=CC(=CC=C1)C(=O)OO (3-chloroperbenzoic acid). Solvent: ClCCl (dichloromethane), ClCCl (dichloromethane). Reaction conditions: temperature -78 celsius, time 1 hour. Yields the product C(CCC)OCCOC1=CC=C(C=C1)C=1C=CC2=C(C=C(CCN2CC(C)C)C(=O)NC2=CC=C(C=C2)S(=O)CC=2N(C=CN2)CCO)C1 (7-[4-(2-butoxyethoxy)phenyl]-N-[4-[[[1-(2-hydroxyethyl)-1H-imidazol-2-yl]methyl]sulfinyl]phenyl]-1-isobutyl-2,3-dihydro-1H-1-benzazepine-4-carboxamide). Isolated yield 68.5%. RXN SMILES: [CH2:1]([O:5][CH2:6][CH2:7][O:8][C:9]1[CH:14]=[CH:13][C:12]([C:15]2[CH:16]=[CH:17][C:18]3[N:24]([CH2:25][CH:26]([CH3:28])[CH3:27])[CH2:23][CH2:22][C:21]([C:29]([NH:31][C:32]4[CH:37]=[CH:36][C:35]([S:38][CH2:39][C:40]5[N:41]([CH2:45][CH2:46][OH:47])[CH:42]=[CH:43][N:44]=5)=[CH:34][CH:33]=4)=[O:30])=[CH:20][C:19]=3[CH:48]=2)=[CH:11][CH:10]=1)[CH2:2][CH2:3][CH3:4].ClC1C=CC=C(C(OO)=[O:57])C=1.S([O-])([O-])(=O)=S.[Na+].[Na+]>ClCCl>[CH2:1]([O:5][CH2:6][CH2:7][O:8][C:9]1[CH:10]=[CH:11][C:12]([C:15]2[CH:16]=[CH:17][C:18]3[N:24]([CH2:25][CH:26]([CH3:27])[CH3:28])[CH2:23][CH2:22][C:21]([C:29]([NH:31][C:32]4[CH:33]=[CH:34][C:35]([S:38]([CH2:39][C:40]5[N:41]([CH2:45][CH2:46][OH:47])[CH:42]=[CH:43][N:44]=5)=[O:57])=[CH:36][CH:37]=4)=[O:30])=[CH:20][C:19]=3[CH:48]=2)=[CH:13][CH:14]=1)[CH2:2][CH2:3][CH3:4] |f:2.3.4|. Procedure: To a solution of 7-[4-(2-butoxyethoxy)phenyl]-N-[4-[[[1-(2-hydroxyethyl)-1H-imidazol-2-yl]methyl]thio]phenyl]-1-isobutyl-2,3-dihydro-1H-1-benzazepine-4-carboxamide (0.40 g) in dichloromethane (10 ml) was added a solution of 3-chloroperbenzoic acid (70%, 0.22 g) in dichloromethane (10 ml) at −78° C. The mixture was stirred for 1 hour at −78° C., an aqueous solution of sodium thiosulfate was added to the mixture, and the mixture was stirred at room temperature for 10 minutes. The mixture was extra... The reactants are isomer mixture, C(CCCCC)C1C(OC1CC(CCCCCCCCCCC)OC1OCCCC1)=O (3-hexyl-4-[2-[(tetrahydro-2H-pyran-2-yl)oxy]tridecyl]-2-oxetanone), C(C)O (ethanol), [NH+]1=CC=CC=C1.C1(=CC=C(C=C1)S(=O)(=O)[O-])C (pyridinium 4-toluenesulphonate). Product: OC(CC1C(OC1)=O)CCCCCCCCCCC (2-hydroxytridecyl-2-oxetanone). Reaction SMILES: [CH2:1]([CH:7]1[CH:10](CC(OC2CCCCO2)CCCCCCCCCCC)[O:9][C:8]1=[O:31])[CH2:2][CH2:3][CH2:4][CH2:5][CH3:6].[NH+]1C=CC=CC=1.[C:38]1([CH3:48])[CH:43]=[CH:42][C:41](S([O-])(=O)=O)=[CH:40][CH:39]=1.C([OH:51])C>>[OH:51][CH:2]([CH2:3][CH2:4][CH2:5][CH2:6][CH2:48][CH2:38][CH2:39][CH2:40][CH2:41][CH2:42][CH3:43])[CH2:1][CH:7]1[CH2:10][O:9][C:8]1=[O:31] |f:1.2|. Reported procedure: (1B.a) 265 mg of an isomer mixture of 3-hexyl-4-[2-[(tetrahydro-2H-pyran-2-yl)oxy]tridecyl]-2-oxetanone are dissolved in 2.5 ml of ethanol and 13 mg of pyridinium-4-toluenesulphonate are added. The reaction mixture is heated to 55°-60° C. until the reaction has finished. The solvent is removed in vacuo and the residue is taken up in ether, whereby there separate crystals which are removed by filtration. The solvent is evaporated off in vacuo and the residue is chromatographed on silica gel. Ther...